From a dataset of the Open Reaction Database (ORD), a public repository of structured organic reaction records. describe an organic reaction: reactants, conditions, products, and yield Reactants: NC1=CC=C(C=C1)CCN1CCC2(CC1)OC1=CC=C(C=C1C(C2)=O)/C=C/C(=O)O ((E)-3-{1′-[2-(4-Amino-phenyl)-ethyl]-4-oxo-spiro[chromane-2,4′-piperidine]-6-yl}-acrylic acid), TEA, NOC1OCCCC1 (NH2OTHP). Run in C(Cl)Cl (DCM). Product: NC1=CC=C(C=C1)CCN1CCC2(CC1)OC1=CC=C(C=C1C(C2)=O)/C=C/C(=O)NOC2OCCCC2 ((E)-3-{1′-[2-(4-amino-phenyl)-ethyl]-4-oxo-spiro[chromane-2,4′-piperidine]-6-yl}-N-(tetrahydro-pyran-2-yloxy)-acrylamide). As a reaction SMILES: [NH2:1][C:2]1[CH:7]=[CH:6][C:5]([CH2:8][CH2:9][N:10]2[CH2:15][CH2:14][C:13]3([CH2:24][C:23](=[O:25])[C:22]4[C:17](=[CH:18][CH:19]=[C:20](/[CH:26]=[CH:27]/[C:28](O)=[O:29])[CH:21]=4)[O:16]3)[CH2:12][CH2:11]2)=[CH:4][CH:3]=1.[NH2:31][O:32][CH:33]1[CH2:38][CH2:37][CH2:36][CH2:35][O:34]1>C(Cl)Cl>[NH2:1][C:2]1[CH:7]=[CH:6][C:5]([CH2:8][CH2:9][N:10]2[CH2:11][CH2:12][C:13]3([CH2:24][C:23](=[O:25])[C:22]4[C:17](=[CH:18][CH:19]=[C:20](/[CH:26]=[CH:27]/[C:28]([NH:31][O:32][CH:33]5[CH2:38][CH2:37][CH2:36][CH2:35][O:34]5)=[O:29])[CH:21]=4)[O:16]3)[CH2:14][CH2:15]2)=[CH:4][CH:3]=1. Reported procedure: (E)-3-{1′-[2-(4-Amino-phenyl)-ethyl]-4-oxo-spiro[chromane-2,4′-piperidine]-6-yl}-acrylic acid (108 mg, 0.225 mmol) was suspended in DCM (5 ml). TEA (0.09 ml, 0.67 mmol) was added and the clear solution was treated with NH2OTHP following the procedure described in Example 1, Step B, giving (E)-3-{1′-[2-(4-amino-phenyl)-ethyl]-4-oxo-spiro[chromane-2,4′-piperidine]-6-yl}-N-(tetrahydro-pyran-2-yloxy)-acrylamide (37 mg) as a yellow solid, which was then dissolved in DCM (3 ml) and treated with 4 M HC...